Dataset: the Open Reaction Database (ORD), a public repository of structured organic reaction records. Task: describe an organic reaction: reactants, conditions, products, and yield Reactants: FC(CC(N)=S)(F)F (3,3,3-Trifluoropropanethioamide), BrCC(C(=O)OCC)=O (ethyl 3-bromo-2-oxopropanoate). Solvent: C1CCOC1 (THF). The product is FC(CC=1SC=C(N1)C(=O)OCC)(F)F (Ethyl 2-(2,2,2-trifluoroethyl)thiazole-4-carboxylate). RXN SMILES: [F:1][C:2]([F:8])([F:7])[CH2:3][C:4](=[S:6])[NH2:5].Br[CH2:10][C:11](=O)[C:12]([O:14][CH2:15][CH3:16])=[O:13]>C1COCC1>[F:1][C:2]([F:8])([F:7])[CH2:3][C:4]1[S:6][CH:10]=[C:11]([C:12]([O:14][CH2:15][CH3:16])=[O:13])[N:5]=1. Procedure details: A solution of 3,3,3-trifluoropropanethioamide (example 67, step b) (4 g) and ethyl 3-bromo-2-oxopropanoate (5.45 g) in THF (120 mL) was heated at reflux for 2 hours. The solvent was removed under reduced pressure and the residue was partitioned between ethyl acetate and saturated sodium bicarbonate solution. The organic layer was dried over sodium sulphate, filtered and the solvent evaporated under reduced pressure. The crude product was purified by flash silica chromatography using 17% ethyl ac...